Dataset: the Open Reaction Database (ORD), a public repository of structured organic reaction records. Task: describe an organic reaction: reactants, conditions, products, and yield The reactants are C(=O)NC(CC1=CC=CC=C1)=O (N-Formylphenylacetamide), Cl.ClC1=C(C=CC=C1Cl)NN (2,3-dichlorophenylhydrazine hydrochloride). Solvent: C(C)(=O)O (acetic acid). Product: C(C1=CC=CC=C1)C1=NC=NN1C1=C(C(=CC=C1)Cl)Cl (5-benzyl-1-(2,3-dichlorophenyl)-1H-1,2,4-triazole). As a reaction SMILES: [CH:1]([NH:3][C:4](=O)[CH2:5][C:6]1[CH:11]=[CH:10][CH:9]=[CH:8][CH:7]=1)=O.Cl.[Cl:14][C:15]1[C:20]([Cl:21])=[CH:19][CH:18]=[CH:17][C:16]=1[NH:22][NH2:23]>C(O)(=O)C>[CH2:5]([C:4]1[N:22]([C:16]2[CH:17]=[CH:18][CH:19]=[C:20]([Cl:21])[C:15]=2[Cl:14])[N:23]=[CH:1][N:3]=1)[C:6]1[CH:11]=[CH:10][CH:9]=[CH:8][CH:7]=1 |f:1.2|. Reported procedure: N-Formylphenylacetamide (Finkbeiner J. Org. Chem. 1965, 30; 2861) (200 mg, 1.22 mmol) and 2,3-dichlorophenylhydrazine hydrochloride (314 mg, 1.47 mmol) were combined in glacial acetic acid (8 mL) and refluxed under a nitrogen atmosphere for 1 hour and then concentrated under reduced pressure at 60° C. The residue was purified by flash chromatography eluting with hexanes/ethyl acetate (6/1) to provide the title compound. MS (ESI+) m/z 305 (M+1H)+; 1H NMR (300 MHz, DMSO-d6) δ ppm 4.02 (s, 2H) 6.97... The reactants are C([C@H](O)[C@@H](O)C(=O)O)(=O)O ((R,R)-tartaric acid), C(C)(C)O (isopropanol), CC=1C=CC(=CC1)S(=O)(=O)O (p-TsOH). Solvent: C1=CC=CC=C1 (benzene). Product: C(=O)(OC(C)C)[C@H](O)[C@@H](O)C(=O)OC(C)C (Diisopropyl (R,R)-tartrate). RXN SMILES: [C:1]([OH:10])(=[O:9])[C@@H:2]([C@H:4]([C:6]([OH:8])=[O:7])[OH:5])[OH:3].[CH:11](O)([CH3:13])[CH3:12].[CH3:15][C:16]1C=CC(S(O)(=O)=O)=C[CH:21]=1>C1C=CC=CC=1>[C:6]([C@@H:4]([C@H:2]([C:1]([O:10][CH:16]([CH3:21])[CH3:15])=[O:9])[OH:3])[OH:5])([O:8][CH:11]([CH3:13])[CH3:12])=[O:7]. Reported procedure: Diisopropyl (R,R)-tartrate was prepared according to the procedure described in J. Am. Chem. Soc., 1981, 6237. 400 g of (R,R)-tartaric acid, 400 mL of isopropanol and 5 g of p-TsOH were heated in refluxing benzene to afford, following distillation, 201 g (55%) of the above-titled compound: bp.=103-105° C. (2 torr) (lit. 152° C. (12 torr)). The reactants are CN(C)C(=O)C1CC(O)CN1C(=O)OC(C)(C)C, ClCCl, [F-], CCN(CC)C(F)(F)C(F)C(F)(F)F, [Na+], [Na+], O=C([O-])O. Yields the product CN(C)C(=O)C1CC(F)CN1C(=O)OC(C)(C)C. RXN SMILES: [C:15]([CH3:16])([CH3:17])([CH3:18])[O:19][C:20](=[O:21])[N:22]1[CH:23]([C:28](=[O:29])[N:30]([CH3:31])[CH3:32])[CH2:24][CH:25]([OH:27])[CH2:26]1.[Cl:40][CH2:41][Cl:42].[F-:33].[F:1][C:2]([F:3])([N:4]([CH2:5][CH3:6])[CH2:7][CH3:8])[CH:9]([F:10])[C:11]([F:12])([F:13])[F:14].[Na+:34].[Na+:35].[OH:36][C:37](=[O:38])[O-:39]>>[F:1][CH:25]1[CH2:24][CH:23]([C:28](=[O:29])[N:30]([CH3:31])[CH3:32])[N:22]([C:20]([O:19][C:15]([CH3:16])([CH3:17])[CH3:18])=[O:21])[CH2:26]1. Starting materials: N(=[N+]=[N-])C1=C(C(=O)OC)C=C(N=C1C1=CC=C(C=C1)OC)C1=CC=C(C=C1)OC (methyl 3-azido-2,6-bis(4-methoxyphenyl)isonicotinate). Run in ClC1=C(C=CC=C1)Cl (1,2-dichlorobenzene). Conditions: time 0.5 hour. Yields the product COC=1C=CC=2C3=C(NC2C1)C(=CC(=N3)C3=CC=C(C=C3)OC)C(=O)OC (methyl 7-methoxy-2-(4-methoxyphenyl)-5H-pyrido[3,2-b]indole-4-carboxylate). Isolated yield 71.7%. Reaction SMILES: [N:1]([C:4]1[C:13]([C:14]2[CH:19]=[CH:18][C:17]([O:20][CH3:21])=[CH:16][CH:15]=2)=[N:12][C:11]([C:22]2[CH:27]=[CH:26][C:25]([O:28][CH3:29])=[CH:24][CH:23]=2)=[CH:10][C:5]=1[C:6]([O:8][CH3:9])=[O:7])=[N+]=[N-]>ClC1C=CC=CC=1Cl>[CH3:21][O:20][C:17]1[CH:16]=[CH:15][C:14]2[C:13]3[N:12]=[C:11]([C:22]4[CH:27]=[CH:26][C:25]([O:28][CH3:29])=[CH:24][CH:23]=4)[CH:10]=[C:5]([C:6]([O:8][CH3:9])=[O:7])[C:4]=3[NH:1][C:19]=2[CH:18]=1. Procedure: A solution of methyl 3-azido-2,6-bis(4-methoxyphenyl)isonicotinate (230 mg, 0.589 mmol) in 1,2-dichlorobenzene (5 mL) was heated at 170° C. with gas evolution. After 0.5 hr, the solvent was removed under vacuum and silica gel radial chromatography of the residue (step gradient elution with hexane containing 5 to 20% ethyl acetate) afforded methyl 7-methoxy-2-(4-methoxyphenyl)-5H-pyrido[3,2-b]indole-4-carboxylate (153 mg, 72%) as a yellow solid. MS (ESI) m/z 363.1 (M+H). 1H NMR (CDCl3) δ ppm 9.39... Starting materials: [Cl-].[NH4+] (ammonium chloride), C(C)(C)C1=NOC(=N1)N1CCC(CC1)O (1-(3-isopropyl-1,2,4-oxadiazol-5-yl)piperidin-4-ol), BrC1=CSC2=C1N=CN=C2Cl (7-bromo-4-chloro-thieno[3,2-d]pyrimidine), [H-].[Na+] (NaH). The solvent is CN(C=O)C (N,N-dimethylformamide). Conditions: temperature 0 celsius, time 30 minute. Product: BrC1=CSC2=C1N=CN=C2OC2CCN(CC2)C2=NC(=NO2)C(C)C (7-bromo-4-[1-(3-isopropyl-[1,2,4]oxadiazol-5-yl)-piperidin-4-yloxy]-thieno[3,2-d]pyrimidine). Isolated yield 83.0%. Reaction SMILES: [CH:1]([C:4]1[N:8]=[C:7]([N:9]2[CH2:14][CH2:13][CH:12]([OH:15])[CH2:11][CH2:10]2)[O:6][N:5]=1)([CH3:3])[CH3:2].[H-].[Na+].[Br:18][C:19]1[C:23]2[N:24]=[CH:25][N:26]=[C:27](Cl)[C:22]=2[S:21][CH:20]=1.[Cl-].[NH4+]>CN(C)C=O>[Br:18][C:19]1[C:23]2[N:24]=[CH:25][N:26]=[C:27]([O:15][CH:12]3[CH2:11][CH2:10][N:9]([C:7]4[O:6][N:5]=[C:4]([CH:1]([CH3:3])[CH3:2])[N:8]=4)[CH2:14][CH2:13]3)[C:22]=2[S:21][CH:20]=1 |f:1.2,4.5|. Reported procedure: 30 mg of 1-(3-isopropyl-1,2,4-oxadiazol-5-yl)piperidin-4-ol was dissolved in 2 ml of N,N-dimethylformamide and cooled to 0° C. 9 mg of NaH was added to the mixture and stirred for 30 min. 50 mg of 7-bromo-4-chloro-thieno[3,2-d]pyrimidine was added to the mixture, heated to room temperature and stirred for 2 hr. The resulting mixture was added with aqueous ammonium chloride and extracted twice with ethyl acetate. The organic layer was washed with water, dried over anhydrous sodium sulfate, and co... Starting materials: Brc1ccc(-c2cnco2)cc1, CC(C)(C)OC(=O)N1CCCC1COc1ccc(O)cc1, O=C([O-])[O-], CN(C)CC(=O)O, Cl, [Cs+], [Cs+], [Cu]I, C1COCCO1. Product: CC(C)(C)OC(=O)N1CCCC1COc1ccc(Oc2ccc(-c3cnco3)cc2)cc1. Reaction SMILES: [Br:22][c:23]1[cH:24][cH:25][c:26](-[c:29]2[cH:30][n:31][cH:32][o:33]2)[cH:27][cH:28]1.[C:1]([CH3:2])([CH3:3])([CH3:4])[O:5][C:6](=[O:7])[N:8]1[CH:9]([CH2:13][O:14][c:15]2[cH:16][cH:17][c:18]([OH:21])[cH:19][cH:20]2)[CH2:10][CH2:11][CH2:12]1.[C:34](=[O:35])([O-:36])[O-:37].[CH3:40][N:41]([CH2:42][C:43](=[O:44])[OH:45])[CH3:46].[ClH:47].[Cs+:38].[Cs+:39].[Cu:54][I:55].[O:48]1[CH2:49][CH2:50][O:51][CH2:52][CH2:53]1>>[C:1]([CH3:2])([CH3:3])([CH3:4])[O:5][C:6](=[O:7])[N:8]1[CH:9]([CH2:13][O:14][c:15]2[cH:16][cH:17][c:18]([O:21][c:23]3[cH:24][cH:25][c:26](-[c:29]4[cH:30][n:31][cH:32][o:33]4)[cH:27][cH:28]3)[cH:19][cH:20]2)[CH2:10][CH2:11][CH2:12]1. The reactants are O (water), C(C)(=O)NC1=CC=C(C=N1)/C=C/C(=O)NCC(=O)N(C)C=1C(=C(COC2=CC=CC=3NC(=NC32)OC)C(=CC1)Cl)Cl (4-[3-[N-[(E)-3-(6-acetamidopyridin-3-yl)acryloylglycyl]-N-methylamino]-2,6-dichlorobenzyloxy]-2-methoxy-1H-benzimidazole), Cl.ClCC1=NC=CC=C1 (2-chloromethylpyridine hydrochloride), C([O-])([O-])=O.[K+].[K+] (potassium carbonate). Solvent: CN(C=O)C (N,N-dimethylformamide). Conditions: time 28 hour. Product: C(C)(=O)NC1=CC=C(C=N1)/C=C/C(=O)NCC(=O)N(C)C=1C(=C(COC2=CC=CC=3N(C(=NC32)OC)CC3=NC=CC=C3)C(=CC1)Cl)Cl (4-[3-[N-[(E)-3-(6-acetamidopyridin-3-yl)acryloylglycyl]-N-methylamino]-2,6-dichlorobenzyloxy]-2-methoxy-1-(2-pyridylmethyl)-1H-benzimidazole). The yield is 43.4%. As a reaction SMILES: [C:1]([NH:4][C:5]1[N:10]=[CH:9][C:8](/[CH:11]=[CH:12]/[C:13]([NH:15][CH2:16][C:17]([N:19]([C:21]2[C:22]([Cl:41])=[C:23]([C:37]([Cl:40])=[CH:38][CH:39]=2)[CH2:24][O:25][C:26]2[C:34]3[N:33]=[C:32]([O:35][CH3:36])[NH:31][C:30]=3[CH:29]=[CH:28][CH:27]=2)[CH3:20])=[O:18])=[O:14])=[CH:7][CH:6]=1)(=[O:3])[CH3:2].Cl.Cl[CH2:44][C:45]1[CH:50]=[CH:49][CH:48]=[CH:47][N:46]=1.C(=O)([O-])[O-].[K+].[K+].O>CN(C)C=O>[C:1]([NH:4][C:5]1[N:10]=[CH:9][C:8](/[CH:11]=[CH:12]/[C:13]([NH:15][CH2:16][C:17]([N:19]([C:21]2[C:22]([Cl:41])=[C:23]([C:37]([Cl:40])=[CH:38][CH:39]=2)[CH2:24][O:25][C:26]2[C:34]3[N:33]=[C:32]([O:35][CH3:36])[N:31]([CH2:44][C:45]4[CH:50]=[CH:49][CH:48]=[CH:47][N:46]=4)[C:30]=3[CH:29]=[CH:28][CH:27]=2)[CH3:20])=[O:18])=[O:14])=[CH:7][CH:6]=1)(=[O:3])[CH3:2] |f:1.2,3.4.5|. Procedure details: To a solution of 4-[3-[N-[(E)-3-(6-acetamidopyridin-3-yl)acryloylglycyl]-N-methylamino]-2,6-dichlorobenzyloxy]-2-methoxy-1H-benzimidazole (100 mg) and 2-chloromethylpyridine hydrochloride (29 mg) in N,N-dimethylformamide (2 ml) was added potassium carbonate (93 mg) at ambient temperature, and the mixture was stirred for 28 hours at the same temperature. The reaction mixture was poured into water and extracted with chloroform. The organic layer was separated, washed with water and brine, dried ov... The product is COc1ccc(-c2nnc(N3CCC(O)CC3)nc2-c2ccc(OC)cc2)cc1. Reactants: COc1ccc(-c2nnc(SC)nc2-c2ccc(OC)cc2)cc1, CCOC(C)=O, O, OC1CCNCC1. Reaction SMILES: [CH3:1][O:2][c:3]1[cH:4][cH:5][c:6](-[c:9]2[n:10][c:11]([S:23][CH3:24])[n:12][n:13][c:14]2-[c:15]2[cH:16][cH:17][c:18]([O:21][CH3:22])[cH:19][cH:20]2)[cH:7][cH:8]1.[CH3:33][CH2:34][O:35][C:36](=[O:37])[CH3:38].[OH2:32].[OH:25][CH:26]1[CH2:27][CH2:28][NH:29][CH2:30][CH2:31]1>>[CH3:1][O:2][c:3]1[cH:4][cH:5][c:6](-[c:9]2[n:10][c:11]([N:29]3[CH2:28][CH2:27][CH:26]([OH:25])[CH2:31][CH2:30]3)[n:12][n:13][c:14]2-[c:15]2[cH:16][cH:17][c:18]([O:21][CH3:22])[cH:19][cH:20]2)[cH:7][cH:8]1. The reactants are COC(CC(C)N1C=NC(=C1)NC(C(CCC)N)=O)=O (3-[4-(2-Amino-pentanoylamino)-imidazol-1-yl]-butyric acid methyl ester), FC=1C=C2CCC(CC2=C(C1)F)=O (6,8-Difluoro-3,4-dihydro-1H-naphthalen-2-one). Product: COC(CC(C)N1C=NC(=C1)NC(C(CCC)NC1CC2=C(C=C(C=C2CC1)F)F)=O)=O (3-{4-[2-(6,8-Difluoro-1,2,3,4-tetrahydro-naphthalen-2-ylamino)-pentanoylamino]-imidazol-1-yl}-butyric acid methyl ester). Reaction SMILES: [CH3:1][O:2][C:3](=[O:20])[CH2:4][CH:5]([N:7]1[CH:11]=[C:10]([NH:12][C:13](=[O:19])[CH:14]([NH2:18])[CH2:15][CH2:16][CH3:17])[N:9]=[CH:8]1)[CH3:6].[F:21][C:22]1[CH:23]=[C:24]2[C:29](=[C:30]([F:32])[CH:31]=1)[CH2:28][C:27](=O)[CH2:26][CH2:25]2>>[CH3:1][O:2][C:3](=[O:20])[CH2:4][CH:5]([N:7]1[CH:11]=[C:10]([NH:12][C:13](=[O:19])[CH:14]([NH:18][CH:27]2[CH2:26][CH2:25][C:24]3[C:29](=[C:30]([F:32])[CH:31]=[C:22]([F:21])[CH:23]=3)[CH2:28]2)[CH2:15][CH2:16][CH3:17])[N:9]=[CH:8]1)[CH3:6]. Reported procedure: 3-[4-(2-Amino-pentanoylamino)-imidazol-1-yl]-butyric acid methyl ester was reacted with 6,8-Difluoro-3,4-dihydro-1H-naphthalen-2-one to provide the title compound: MS m/z 449.3 (M+1).